From a dataset of the Open Reaction Database (ORD), a public repository of structured organic reaction records. describe an organic reaction: reactants, conditions, products, and yield Starting materials: CC1CO1, COC(=O)c1ccc(CN2CCNCC2)cc1. Yields the product COC(=O)c1ccc(CN2CCN(CC(C)O)CC2)cc1. Reaction SMILES: [CH2:18]1[CH:19]([CH3:20])[O:21]1.[N:1]1([CH2:7][c:8]2[cH:9][cH:10][c:11]([C:12](=[O:13])[O:14][CH3:15])[cH:16][cH:17]2)[CH2:2][CH2:3][NH:4][CH2:5][CH2:6]1>>[N:1]1([CH2:7][c:8]2[cH:9][cH:10][c:11]([C:12](=[O:13])[O:14][CH3:15])[cH:16][cH:17]2)[CH2:2][CH2:3][N:4]([CH2:18][CH:19]([CH3:20])[OH:21])[CH2:5][CH2:6]1. The reactants are BrC1=C(C=C(C=C1)C(F)(F)F)F (4-bromo-3-fluorobenzotrifluoride), C(C)S (ethanethiol), C([O-])([O-])=O.[K+].[K+] (potassium carbonate), CN(C)C=O (DMF). Solvent: O (Water). Run at temperature 75 celsius, time 2.5 hour. Product: BrC1=C(C=C(C=C1)C(F)(F)F)SCC (4-bromo-3-ethylsulfanylbenzotrifluoride). As a reaction SMILES: [Br:1][C:2]1[CH:7]=[CH:6][C:5]([C:8]([F:11])([F:10])[F:9])=[CH:4][C:3]=1F.[CH2:13]([SH:15])[CH3:14].C(=O)([O-])[O-].[K+].[K+].CN(C=O)C>O>[Br:1][C:2]1[CH:7]=[CH:6][C:5]([C:8]([F:11])([F:10])[F:9])=[CH:4][C:3]=1[S:15][CH2:13][CH3:14] |f:2.3.4|. Procedure: A mixture of 1.5 g of 4-bromo-3-fluorobenzotrifluoride, 0.46 ml of ethanethiol, 851 mg of potassium carbonate and 2 ml of DMF was stirred at 75° C. for 2.5 hours. Water was poured to the cooled reaction mixture, and the mixture was extracted with t-butyl methyl ether. The organic layer was washed with water, dried over anhydrous magnesium sulfate and then concentrated under reduced pressure. The resulting residue was applied to a silica gel column chromatography to obtain 1.15 g of 4-bromo-3-eth... The reactants are OCC1COCN2C1C1=CC(=C(C=C1CC2)OC)OC (1-(hydroxymethyl)-9,10-dimethoxy-1,6,7,11b-tetrahydro-2H,4H-[1,3]oxazino[4,3-a]isoquinoline), C(C1=CC=CC=C1)(=O)Cl (benzoyl chloride), ice. Solvent: N1=CC=CC=C1 (pyridine). Yields the product C(C1=CC=CC=C1)(=O)OCC1COCN2C1C1=CC(=C(C=C1CC2)OC)OC (1-(benzoyloxymethyl)-9,10-dimethoxy-1,6,7,11b-tetrahydro-2H,4H-[1,3]oxazino-[4,3-a]isoquinoline). Yield: 55.0%. As a reaction SMILES: [OH:1][CH2:2][CH:3]1[CH:8]2[C:9]3[C:14]([CH2:15][CH2:16][N:7]2[CH2:6][O:5][CH2:4]1)=[CH:13][C:12]([O:17][CH3:18])=[C:11]([O:19][CH3:20])[CH:10]=3.[C:21](Cl)(=[O:28])[C:22]1[CH:27]=[CH:26][CH:25]=[CH:24][CH:23]=1>N1C=CC=CC=1>[C:21]([O:1][CH2:2][CH:3]1[CH:8]2[C:9]3[C:14]([CH2:15][CH2:16][N:7]2[CH2:6][O:5][CH2:4]1)=[CH:13][C:12]([O:17][CH3:18])=[C:11]([O:19][CH3:20])[CH:10]=3)(=[O:28])[C:22]1[CH:27]=[CH:26][CH:25]=[CH:24][CH:23]=1. Reported procedure: 0.01 mole (2.79 g) of 1-(hydroxymethyl)-9,10-dimethoxy-1,6,7,11b-tetrahydro-2H,4H-[1,3]oxazino[4,3-a]isoquinoline in 30 ml of absolute pyridine is boiled with 0.012 mole (1.69 g) of benzoyl chloride for 3 hours. The mixture is then poured onto 100 g of ice. The separated crystals are filtered off, washed with water and recrystallized from a mixture of diisopropyl ether and ethanol. Yield: 55%. The melting point and spectroscopical data of the compound are identical with those of the product obta...